This data is from the Open Reaction Database (ORD), a public repository of structured organic reaction records. The task is: describe an organic reaction: reactants, conditions, products, and yield Yield: 69.4%. Reactants: C(C)OC(CCCOC1=C(C(=CC=C1)CCCCCCBr)CCC(=O)OCC)=O (4-[3-(6-bromo-hexyl)-2-(2-ethoxycarbonyl-ethyl)-phenoxy]-butyric acid ethyl ester), BrC=1C=C(C=C(C1)S(=O)(=O)C(C)C)O (3-bromo-5-(propane-2-sulfonyl)-phenol), C([O-])([O-])=O.[K+].[K+] (potassium carbonate). Reaction SMILES: [CH2:1]([O:3][C:4](=[O:29])[CH2:5][CH2:6][CH2:7][O:8][C:9]1[CH:14]=[CH:13][CH:12]=[C:11]([CH2:15][CH2:16][CH2:17][CH2:18][CH2:19][CH2:20]Br)[C:10]=1[CH2:22][CH2:23][C:24]([O:26][CH2:27][CH3:28])=[O:25])[CH3:2].[Br:30][C:31]1[CH:32]=[C:33]([OH:43])[CH:34]=[C:35]([S:37]([CH:40]([CH3:42])[CH3:41])(=[O:39])=[O:38])[CH:36]=1.C(=O)([O-])[O-].[K+].[K+]>>[CH2:1]([O:3][C:4](=[O:29])[CH2:5][CH2:6][CH2:7][O:8][C:9]1[CH:14]=[CH:13][CH:12]=[C:11]([CH2:15][CH2:16][CH2:17][CH2:18][CH2:19][CH2:20][O:43][C:33]2[CH:34]=[C:35]([S:37]([CH:40]([CH3:41])[CH3:42])(=[O:39])=[O:38])[CH:36]=[C:31]([Br:30])[CH:32]=2)[C:10]=1[CH2:22][CH2:23][C:24]([O:26][CH2:27][CH3:28])=[O:25])[CH3:2] |f:2.3.4|. Product: C(C)OC(CCCOC1=C(C(=CC=C1)CCCCCCOC1=CC(=CC(=C1)S(=O)(=O)C(C)C)Br)CCC(=O)OCC)=O (4-[3-{6-[3-bromo-5-(propane-2-sulfonyl)-phenoxy]-hexyl}-2-(2-ethoxycarbonyl-ethyl)-phenoxy]-butyric acid ethyl ester). Procedure details: A similar procedure as described in Example 40, step 6 was used, starting from 4-[3-(6-bromo-hexyl)-2-(2-ethoxycarbonyl-ethyl)-phenoxy]-butyric acid ethyl ester (632 mg, 1.34 mmol), 3-bromo-5-(propane-2-sulfonyl)-phenol (340 mg, 1.22 mmol), and potassium carbonate (337 mg, 2.44 mmol) to afford 4-[3-{6-[3-bromo-5-(propane-2-sulfonyl)-phenoxy]-hexyl}-2-(2-ethoxycarbonyl-ethyl)-phenoxy]-butyric acid ethyl ester (567 mg, 70%) as a colorless viscous oil: ES(+)-HRMS m/e calcd for C32H45BrO8S (M+Na)+ 6... The reactants are OC1=CC=C(C=C1)C(C)(C)C1=CC=C(C=C1)O (Bis-phenol A), OC1=CC=C(C=C1)C(C)(C)C1=CC=C(C=C1)O (2,2-di(p-hydroxy-phenyl-)propane), CCCC1CO1 (pentene - 1,2-oxide). Yields the product OC(COC1=CC=C(C=C1)C(C)(C)C1=CC=C(C=C1)OCC(CCC)O)CCC (2,2-bis-(p-(β-hydroxy-pentoxy-)phenyl)propane). RXN SMILES: [OH:1][C:2]1[CH:7]=[CH:6][C:5]([C:8]([C:11]2[CH:16]=[CH:15][C:14]([OH:17])=[CH:13][CH:12]=2)([CH3:10])[CH3:9])=[CH:4][CH:3]=1.[CH3:18][CH2:19][CH2:20][CH:21]1[O:23][CH2:22]1>>[OH:23][CH:21]([CH2:20][CH2:19][CH3:18])[CH2:22][O:1][C:2]1[CH:3]=[CH:4][C:5]([C:8]([C:11]2[CH:12]=[CH:13][C:14]([O:17][CH2:7][CH:2]([OH:1])[CH2:3][CH2:4][CH3:5])=[CH:15][CH:16]=2)([CH3:10])[CH3:9])=[CH:6][CH:7]=1. Reported procedure: Bis-phenol A, that is 2,2-di(p-hydroxy-phenyl-)propane, was reacted in known manner with an excess of pentene - 1,2-oxide. The product, the mixture of diastereisomers, 2,2-bis-(p-(β-hydroxy-pentoxy-)phenyl)propane was obtained as a yellow-brown, semisolid mass, which was obtained as a colorless substance by distillation b.p.:192°-210° C/O .005 mm. The OH-equivalent was 207. The reactants are CC1=C(C=C2C(=N1)NC=N2)NC(CCCC)=O (5-methyl-6-[(1-oxopentyl)amino]-3H-imidazo[4,5-b]pyridine), Cl (HCl), C(=O)(O)[O-].[Na+] (NaHCO3). Run in CCOC(=O)C (EtOAc), CO (MeOH). Conditions: time 42 hour. The product is CC1=C(C=C2C(=N1)NC=N2)N (5-methyl-6-amino-3H-imidazo[4,5-b] pyridine). Reaction SMILES: [CH3:1][C:2]1[N:7]=[C:6]2[NH:8][CH:9]=[N:10][C:5]2=[CH:4][C:3]=1[NH:11]C(=O)CCCC.Cl.C([O-])(O)=O.[Na+]>CO.CCOC(C)=O>[CH3:1][C:2]1[N:7]=[C:6]2[NH:8][CH:9]=[N:10][C:5]2=[CH:4][C:3]=1[NH2:11] |f:2.3|. Procedure: To a solution of 2-butyl-3-[2'-(1,1-dimethylethyl)aminosulfonyl][1,1'-biphenyl]-4-yl]methyl]-5-methyl-6-[(1-oxopentyl)amino]-3H-imidazo[4,5-b]pyridine (347 mg, 0.589 mmol) in MeOH (3 mL) was added conc. HCl (2 mL). After the solution was stirred at rt for 42 h, the solution was diluted with EtOAc, neutralized by saturated aq. NaHCO3, washed with brine, and dried over anhydrous MgSO4. Concentration followed by flash chromatography (100% EtOAc, 10% MeOH/EtOAc) afforded 2-butyl-3-[2'-(1,1-dimethyle... Reactants: [Br-], CC(C)(C)OC(=O)N1CCC(CBr)CC1, O=C([O-])[O-], CCCCOc1nc(N)c2nc(OC)[nH]c2n1, CN(C)C=O, O=C(O)C(F)(F)F, [K+], [K+], O. Yields the product CCCCOc1nc(N)c2nc(OC)n(CC3CCN(C(=O)OC(C)(C)C)CC3)c2n1. As a reaction SMILES: [Br-:46].[Br:31][CH2:32][CH:33]1[CH2:34][CH2:35][N:36]([C:39](=[O:40])[O:41][C:42]([CH3:43])([CH3:44])[CH3:45])[CH2:37][CH2:38]1.[C:1](=[O:2])([O-:3])[O-:4].[CH2:14]([CH2:15][CH2:16][CH3:17])[O:18][c:19]1[n:20][c:21]([NH2:30])[c:22]2[n:23][c:24]([O:28][CH3:29])[nH:25][c:26]2[n:27]1.[CH3:47][N:48]([CH3:49])[CH:50]=[O:51].[F:7][C:8]([F:9])([F:10])[C:11]([OH:12])=[O:13].[K+:5].[K+:6].[OH2:52]>>[CH2:14]([CH2:15][CH2:16][CH3:17])[O:18][c:19]1[n:20][c:21]([NH2:30])[c:22]2[n:23][c:24]([O:28][CH3:29])[n:25]([CH2:32][CH:33]3[CH2:34][CH2:35][N:36]([C:39](=[O:40])[O:41][C:42]([CH3:43])([CH3:44])[CH3:45])[CH2:37][CH2:38]3)[c:26]2[n:27]1. Starting materials: BrC1=CC=C2C(N(C(C2=C1)=O)[C@H](C)C1=CC=C(C=C1)OC)C (6-bromo-2-[(1R)-1-(4-methoxyphenyl)ethyl]-3-methyl-isoindolin-1-one), O1C(CCCC1)N1N=CC(=C1)B1OC(C(O1)(C)C)(C)C (1-(tetrahydro-2H-pyran-2-yl)-4-(4,4,5,5-tetramethyl-1,3,2-dioxaborolan-2-yl)-1H-pyrazole), C([O-])([O-])=O.[K+].[K+] (potassium carbonate), (1,1′-bis(diphenylphosphino)ferrocene)palladium(II) chloride, O1CCOCC1 (dioxane), O1C(CCCC1)N1N=CC(=C1)B1OC(C(O1)(C)C)(C)C (1-(tetrahydro-2H-pyran-2-yl)-4-(4,4,5,5-tetramethyl-1,3,2-dioxaborolan-2-yl)-1H-pyrazole). Solvent: O (water). Reaction conditions: time 30 minute. Product: COC1=CC=C(C=C1)[C@@H](C)N1C(C2=CC(=CC=C2C1C)C=1C=NN(C1)C1OCCCC1)=O (2-[(1R)-1-(4-Methoxyphenyl)ethyl]-3-methyl-6-(1-tetrahydropyran-2-ylpyrazol-4-yl)isoindolin-1-one). Isolated yield 89.0%. As a reaction SMILES: Br[C:2]1[CH:10]=[C:9]2[C:5]([CH:6]([CH3:22])[N:7]([C@@H:12]([C:14]3[CH:19]=[CH:18][C:17]([O:20][CH3:21])=[CH:16][CH:15]=3)[CH3:13])[C:8]2=[O:11])=[CH:4][CH:3]=1.[O:23]1[CH2:28][CH2:27][CH2:26][CH2:25][CH:24]1[N:29]1[CH:33]=[C:32](B2OC(C)(C)C(C)(C)O2)[CH:31]=[N:30]1.C(=O)([O-])[O-].[K+].[K+].O1CCOCC1>O>[CH3:21][O:20][C:17]1[CH:18]=[CH:19][C:14]([C@H:12]([N:7]2[CH:6]([CH3:22])[C:5]3[C:9](=[CH:10][C:2]([C:32]4[CH:31]=[N:30][N:29]([CH:24]5[CH2:25][CH2:26][CH2:27][CH2:28][O:23]5)[CH:33]=4)=[CH:3][CH:4]=3)[C:8]2=[O:11])[CH3:13])=[CH:15][CH:16]=1 |f:2.3.4|. Procedure: Combine 6-bromo-2-[(1R)-1-(4-methoxyphenyl)ethyl]-3-methyl-isoindolin-1-one (64 g, 177 mmol), 1-(tetrahydro-2H-pyran-2-yl)-4-(4,4,5,5-tetramethyl-1,3,2-dioxaborolan-2-yl)-1H-pyrazole (67 g, 295 mmol), potassium carbonate (70 g, 506 mmol), (1,1′-bis(diphenylphosphino)ferrocene)palladium(II) chloride (9 g, 11 mmol), dioxane (800 mL), and water (212 mL) under nitrogen and heat to 70-75° C. for 16 hours. Add 1-(tetrahydro-2H-pyran-2-yl)-4-(4,4,5,5-tetramethyl-1,3,2-dioxaborolan-2-yl)-1H-pyrazole (15... The reactants are NC(C#N)(CC1=CC=CC=C1)C ((R/S)-2-amino-2-methyl-3-phenylpropiononitrile), C(#N)C(CC1=CC=CC=C1)(C)NC(C1=CC=C(C=C1)N(CC#C)CC=1C=C2C(N(C(=NC2=CC1)C)COC(C(C)(C)C)=O)=O)=O (N-(2-cyano-1-phenylprop-2-yl)-p-[N-(2-methyl-4-oxo-3-(pivaloyloxymethyl)-3,4-dihydroquinazolin-6-ylmethyl)-N-(prop-2-ynyl)amino]benzamide), N (ammonia). Run in CO (methanol). Reaction conditions: time 24 hour. Product: C(#N)C(CC1=CC=CC=C1)(C)NC(C1=CC=C(C=C1)N(CC#C)CC=1C=C2C(NC(=NC2=CC1)C)=O)=O (N-(2-cyano-1-phenylprop-2-yl)-p-[N-(2-methyl-4-oxo-3,4-dihydroquinazolin-6-ylmethyl)-N-(prop-2-ynyl)amino]benzamide). As a reaction SMILES: NC(C)(CC1C=CC=CC=1)C#N.[C:13]([C:15]([NH:24][C:25](=[O:57])[C:26]1[CH:31]=[CH:30][C:29]([N:32]([CH2:36][C:37]2[CH:38]=[C:39]3[C:44](=[CH:45][CH:46]=2)[N:43]=[C:42]([CH3:47])[N:41](COC(=O)C(C)(C)C)[C:40]3=[O:56])[CH2:33][C:34]#[CH:35])=[CH:28][CH:27]=1)([CH3:23])[CH2:16][C:17]1[CH:22]=[CH:21][CH:20]=[CH:19][CH:18]=1)#[N:14].N>CO>[C:13]([C:15]([NH:24][C:25](=[O:57])[C:26]1[CH:31]=[CH:30][C:29]([N:32]([CH2:36][C:37]2[CH:38]=[C:39]3[C:44](=[CH:45][CH:46]=2)[N:43]=[C:42]([CH3:47])[NH:41][C:40]3=[O:56])[CH2:33][C:34]#[CH:35])=[CH:28][CH:27]=1)([CH3:23])[CH2:16][C:17]1[CH:22]=[CH:21][CH:20]=[CH:19][CH:18]=1)#[N:14]. Procedure: The process described in Example 1 was repeated except that (R/S)-2-amino-2-methyl-3-phenylpropiononitrile (Eur. J. Med. Chem. Clin. Ther., 1975, 10, 117) was used in place of (-)-(2R)-2-amino-2-phenylethanol and that the N-(2-cyano-1-phenylprop-2-yl)-p-[N-(2-methyl-4-oxo-3-(pivaloyloxymethyl)-3,4-dihydroquinazolin-6-ylmethyl)-N-(prop-2-ynyl)amino]benzamide so produced was dissolved in methanol which had been saturated with ammonia gas and the mixture was stirred at laboratory temperature for 24... The reactants are CCN(CC)C(=O)C1CN2CCC1C(=O)C2, CCO, O=Cc1ccccc1, [Na+], [OH-]. Yields the product CCN(CC)C(=O)C1CN2CCC1C(=O)C2=Cc1ccccc1. Reaction SMILES: [CH2:1]([CH3:2])[N:3]([C:4](=[O:5])[CH:6]1[CH2:7][N:8]2[CH2:9][C:10](=[O:14])[CH:11]1[CH2:12][CH2:13]2)[CH2:15][CH3:16].[CH3:27][CH2:28][OH:29].[CH:17](=[O:18])[c:19]1[cH:20][cH:21][cH:22][cH:23][cH:24]1.[Na+:26].[OH-:25]>>[CH2:1]([CH3:2])[N:3]([C:4](=[O:5])[CH:6]1[CH2:7][N:8]2[C:9](=[CH:17][c:19]3[cH:20][cH:21][cH:22][cH:23][cH:24]3)[C:10](=[O:14])[CH:11]1[CH2:12][CH2:13]2)[CH2:15][CH3:16].